The task is: describe an organic reaction: reactants, conditions, products, and yield. This data is from the Open Reaction Database (ORD), a public repository of structured organic reaction records. Starting materials: OC(C(C)C)(C=1N=CN(C1)C(C1=CC=CC=C1)(C1=CC=CC=C1)C1=CC=CC=C1)C=1C=C2C=CC(=C(C2=CC1)C)C(=O)OC (Methyl 6-[1-hydroxy-2-methyl-1-(1-trityl-1H-imidazol-4-yl)propyl)-1-methyl-2-naphthoate), BrN1C(CCC1=O)=O (N-bromosuccinimide), N(=NC(C#N)(C)C)C(C#N)(C)C (2,2′-azobisisobutyronitrile). Solvent: C(Cl)(Cl)(Cl)Cl (carbon tetrachloride). Product: BrCC1=C(C=CC2=CC(=CC=C12)C(C(C)C)(C=1N=CN(C1)C(C1=CC=CC=C1)(C1=CC=CC=C1)C1=CC=CC=C1)O)C(=O)OC (methyl 1-bromomethyl-6-[1-hydroxy-2-methyl-1-(1-trityl-1H-imidazol-4-yl)propyl]-2-naphthoate). Reaction SMILES: [OH:1][C:2]([C:30]1[CH:31]=[C:32]2[C:37](=[CH:38][CH:39]=1)[C:36]([CH3:40])=[C:35]([C:41]([O:43][CH3:44])=[O:42])[CH:34]=[CH:33]2)([C:6]1[N:7]=[CH:8][N:9]([C:11]([C:24]2[CH:29]=[CH:28][CH:27]=[CH:26][CH:25]=2)([C:18]2[CH:23]=[CH:22][CH:21]=[CH:20][CH:19]=2)[C:12]2[CH:17]=[CH:16][CH:15]=[CH:14][CH:13]=2)[CH:10]=1)[CH:3]([CH3:5])[CH3:4].[Br:45]N1C(=O)CCC1=O.N(C(C)(C)C#N)=NC(C)(C)C#N>C(Cl)(Cl)(Cl)Cl>[Br:45][CH2:40][C:36]1[C:37]2[C:32](=[CH:31][C:30]([C:2]([OH:1])([C:6]3[N:7]=[CH:8][N:9]([C:11]([C:24]4[CH:29]=[CH:28][CH:27]=[CH:26][CH:25]=4)([C:18]4[CH:19]=[CH:20][CH:21]=[CH:22][CH:23]=4)[C:12]4[CH:17]=[CH:16][CH:15]=[CH:14][CH:13]=4)[CH:10]=3)[CH:3]([CH3:5])[CH3:4])=[CH:39][CH:38]=2)[CH:33]=[CH:34][C:35]=1[C:41]([O:43][CH3:44])=[O:42]. Reported procedure: Methyl 6-[1-hydroxy-2-methyl-1-(1-trityl-1H-imidazol-4-yl)propyl)-1-methyl-2-naphthoate (34.61 g) was suspended in carbon tetrachloride (0.8 L) and N-bromosuccinimide (12.28 g) and 2,2′-azobisisobutyronitrile (0.99 g) were added. The reaction mixture was heated under reflux for 21 hrs., and the solvent was evaporated. The residue was diluted with saturated aqueous sodium hydrogen carbonate and extracted twice with ethyl acetate-THF (1:1). The organic layers were combined, washed with saturated b...